From a dataset of the Open Reaction Database (ORD), a public repository of structured organic reaction records. describe an organic reaction: reactants, conditions, products, and yield Starting materials: [Br-], CCCC[N+](CCCC)(CCCC)CCCC, ClCCCI, ClCCl, O=[N+]([O-])c1ccc2c(c1)SCCN2, [Na+], [OH-], O. The product is O=[N+]([O-])c1ccc2c(c1)SCCN2CCCCl. As a reaction SMILES: [Br-:24].[CH3:25][CH2:26][CH2:27][CH2:28][N+:29]([CH2:30][CH2:31][CH2:32][CH3:33])([CH2:34][CH2:35][CH2:36][CH3:37])[CH2:38][CH2:39][CH2:40][CH3:41].[Cl:14][CH2:15][CH2:16][CH2:17][I:18].[Cl:21][CH2:22][Cl:23].[N+:1](=[O:2])([O-:3])[c:4]1[cH:5][cH:6][c:7]2[c:8]([cH:13]1)[S:9][CH2:10][CH2:11][NH:12]2.[Na+:20].[OH-:19].[OH2:42]>>[N+:1](=[O:2])([O-:3])[c:4]1[cH:5][cH:6][c:7]2[c:8]([cH:13]1)[S:9][CH2:10][CH2:11][N:12]2[CH2:17][CH2:16][CH2:15][Cl:14]. The reactants are CCCCP(CCCC)CCCC, COc1cc(CO)ccc1OCc1nc(N2CCOCC2)sc1C, O=C(N=NC(=O)N1CCCCC1)N1CCCCC1, C1CCOC1, O=Cc1cn(-c2ccccc2)nc1O. The product is COc1cc(COc2nn(-c3ccccc3)cc2C=O)ccc1OCc1nc(N2CCOCC2)sc1C. As a reaction SMILES: [CH2:39]([P:40]([CH2:41][CH2:42][CH2:43][CH3:44])[CH2:45][CH2:46][CH2:47][CH3:48])[CH2:49][CH2:50][CH3:51].[CH3:1][O:2][c:3]1[cH:4][c:5]([CH2:23][OH:24])[cH:6][cH:7][c:8]1[O:9][CH2:10][c:11]1[n:12][c:13]([N:17]2[CH2:18][CH2:19][O:20][CH2:21][CH2:22]2)[s:14][c:15]1[CH3:16].[N:52]([C:53]([N:54]1[CH2:55][CH2:56][CH2:57][CH2:58][CH2:59]1)=[O:60])=[N:61][C:62]([N:63]1[CH2:64][CH2:65][CH2:66][CH2:67][CH2:68]1)=[O:69].[O:70]1[CH2:71][CH2:72][CH2:73][CH2:74]1.[OH:25][c:26]1[n:27][n:28](-[c:33]2[cH:34][cH:35][cH:36][cH:37][cH:38]2)[cH:29][c:30]1[CH:31]=[O:32]>>[CH3:1][O:2][c:3]1[cH:4][c:5]([CH2:23][O:24][c:26]2[n:27][n:28](-[c:33]3[cH:34][cH:35][cH:36][cH:37][cH:38]3)[cH:29][c:30]2[CH:31]=[O:32])[cH:6][cH:7][c:8]1[O:9][CH2:10][c:11]1[n:12][c:13]([N:17]2[CH2:18][CH2:19][O:20][CH2:21][CH2:22]2)[s:14][c:15]1[CH3:16]. Reactants: N (ammonia), [N+](=O)([O-])C1=CC=CC=2C(C=C(OC21)C(=O)OCC)=O (ethyl 8-nitro-4-oxo-4H-benzopyran-2-carboxylate). The solvent is C(C)O (ethanol), O1CCCC1 (tetrahydrofuran). Reaction conditions: time 4 hour. Yields the product [N+](=O)([O-])C1=CC=CC=2C(C=C(OC21)C(=O)N)=O (8-Nitro-4-oxo-4H-1-benzopyran-2-carboxamide). Yield: 81.0%. As a reaction SMILES: [NH3:1].[N+:2]([C:5]1[C:14]2[O:13][C:12]([C:15](OCC)=[O:16])=[CH:11][C:10](=[O:20])[C:9]=2[CH:8]=[CH:7][CH:6]=1)([O-:4])=[O:3]>C(O)C.O1CCCC1>[N+:2]([C:5]1[C:14]2[O:13][C:12]([C:15]([NH2:1])=[O:16])=[CH:11][C:10](=[O:20])[C:9]=2[CH:8]=[CH:7][CH:6]=1)([O-:4])=[O:3]. Reported procedure: Gas ammonia was bubbled for 30 minutes in a solution of ethyl 8-nitro-4-oxo-4H-benzopyran-2-carboxylate (2.109 g, 8.02 mmol) in anhydrous ethanol (50 ml) and anhydrous tetrahydrofuran (50 ml). After that the mixture was evaporated to dryness and the resulting solid residue was suspended in concentrated hydrochloric acid (20 ml) stirring at room temperature for 4 h. Then the mixture was diluted with water, the solid was recovered by filtration, washed repeatedly with water and dried under vacuum ... Reactants: CC(C)COC1CCNCC1, C1CCOC1, CCN(C(C)C)C(C)C, O=C(O)c1cccc(S(=O)(=O)Cl)c1. Product: CC(C)COC1CCN(S(=O)(=O)c2cccc(C(=O)O)c2)CC1. As a reaction SMILES: [CH2:10]([CH:11]([CH3:12])[CH3:13])[O:14][CH:15]1[CH2:16][CH2:17][NH:18][CH2:19][CH2:20]1.[CH2:34]1[O:35][CH2:36][CH2:37][CH2:38]1.[CH:1]([N:2]([CH2:3][CH3:4])[CH:5]([CH3:6])[CH3:7])([CH3:8])[CH3:9].[Cl:21][S:22](=[O:23])(=[O:24])[c:25]1[cH:26][c:27]([C:28](=[O:29])[OH:30])[cH:31][cH:32][cH:33]1>>[CH2:10]([CH:11]([CH3:12])[CH3:13])[O:14][CH:15]1[CH2:16][CH2:17][N:18]([S:22](=[O:23])(=[O:24])[c:25]2[cH:26][c:27]([C:28](=[O:29])[OH:30])[cH:31][cH:32][cH:33]2)[CH2:19][CH2:20]1. The reactants are CCOC(=O)c1cc2c(Br)cccc2[nH]1, CN(C)C=O, N#CCCl, [H-], [Na+]. Product: CCOC(=O)c1cc2c(Br)cccc2n1CC#N. As a reaction SMILES: [CH2:3]([CH3:4])[O:5][C:6](=[O:7])[c:8]1[nH:9][c:10]2[cH:11][cH:12][cH:13][c:14]([Br:17])[c:15]2[cH:16]1.[CH3:22][N:23]([CH3:24])[CH:25]=[O:26].[Cl:18][CH2:19][C:20]#[N:21].[H-:1].[Na+:2]>>[CH2:3]([CH3:4])[O:5][C:6](=[O:7])[c:8]1[n:9]([CH2:19][C:20]#[N:21])[c:10]2[cH:11][cH:12][cH:13][c:14]([Br:17])[c:15]2[cH:16]1. Starting materials: [Cl-].[NH4+] (ammonium chloride), NC=1C=C(OC=2C=CC=3N(N2)C=C(N3)NC(=O)C3CC3)C=CC1 (N-[6-(3-aminophenoxy)imidazo[1,2-b]pyridazin-2-yl]cyclopropanecarboxamide), FC(C1=CC=CC(=N1)C(=O)O)(F)F (6-(trifluoromethyl)pyridine-2-carboxylic acid), Cl.CN(CCCN=C=NCC)C (N-[3-(dimethylamino)propyl]-N′-ethylcarbodiimide hydrochloride), ON1N=NC2=C1C=CC=C2 (1-hydroxybenzotriazole). The solvent is CN(C=O)C (N,N-dimethylformamide). Conditions: time 2 hour. The product is C1(CC1)C(=O)NC=1N=C2N(N=C(C=C2)OC=2C=C(C=CC2)NC(=O)C2=NC(=CC=C2)C(F)(F)F)C1 (N-[3-({2-[(cyclopropylcarbonyl)amino]imidazo[1,2-b]pyridazin-6-yl}oxy)phenyl]-6-(trifluoromethyl)pyridine-2-carboxamide). Yield: 85.1%. Reaction SMILES: [NH2:1][C:2]1[CH:3]=[C:4]([CH:21]=[CH:22][CH:23]=1)[O:5][C:6]1[CH:7]=[CH:8][C:9]2[N:10]([CH:12]=[C:13]([NH:15][C:16]([CH:18]3[CH2:20][CH2:19]3)=[O:17])[N:14]=2)[N:11]=1.[F:24][C:25]([F:36])([F:35])[C:26]1[N:31]=[C:30]([C:32](O)=[O:33])[CH:29]=[CH:28][CH:27]=1.Cl.CN(C)CCCN=C=NCC.ON1C2C=CC=CC=2N=N1.[Cl-].[NH4+]>CN(C)C=O>[CH:18]1([C:16]([NH:15][C:13]2[N:14]=[C:9]3[CH:8]=[CH:7][C:6]([O:5][C:4]4[CH:3]=[C:2]([NH:1][C:32]([C:30]5[CH:29]=[CH:28][CH:27]=[C:26]([C:25]([F:36])([F:24])[F:35])[N:31]=5)=[O:33])[CH:23]=[CH:22][CH:21]=4)=[N:11][N:10]3[CH:12]=2)=[O:17])[CH2:20][CH2:19]1 |f:2.3,5.6|. Procedure details: To a solution of N-[6-(3-aminophenoxy)imidazo[1,2-b]pyridazin-2-yl]cyclopropanecarboxamide (95 mg, 0.307 mmol) in N,N-dimethylformamide (5 mL) were added 6-(trifluoromethyl)pyridine-2-carboxylic acid (65 mg, 0.337 mmol), N-[3-(dimethylamino)propyl]-N′-ethylcarbodiimide hydrochloride (65 mg, 0.337 mmol) and 1-hydroxybenzotriazole (46 mg, 0.337 mmol), and the mixture was stirred at room temperature for 2 hr. Saturated aqueous ammonium chloride solution was added to the reaction mixture. The mixtur...